This data is from the Open Reaction Database (ORD), a public repository of structured organic reaction records. The task is: describe an organic reaction: reactants, conditions, products, and yield Reactants: CS(C)=O, Cc1cccc(NC(=O)c2cccc(CCl)c2)c1C, [Li+], [N-]=[N+]=[N-]. Yields the product Cc1cccc(NC(=O)c2cccc(CN=[N+]=[N-])c2)c1C. As a reaction SMILES: [CH3:24][S:25]([CH3:26])=[O:27].[Cl:1][CH2:2][c:3]1[cH:4][c:5]([C:6](=[O:7])[NH:8][c:9]2[c:10]([CH3:16])[c:11]([CH3:15])[cH:12][cH:13][cH:14]2)[cH:17][cH:18][cH:19]1.[Li+:23].[N-:20]=[N+:21]=[N-:22]>>[CH2:2]([c:3]1[cH:4][c:5]([C:6](=[O:7])[NH:8][c:9]2[c:10]([CH3:16])[c:11]([CH3:15])[cH:12][cH:13][cH:14]2)[cH:17][cH:18][cH:19]1)[N:20]=[N+:21]=[N-:22]. The reactants are C(Cl)Cl (methylene chloride), Cl.CN(CCCl)C (2-(dimethylamino)-ethyl chloride-hydrochloride), COC1=CC=C(C=C1)[C@@H]1SC2=C(NC([C@@H]1O)=O)C=CC=C2 (cis-(+)-2-(4'-methoxyphenyl)-3-hydroxy-2,3-dihydro-1,5-benzothiazepine-4(5H)-one), O.O.O.O.O.O.O.O.[OH-].[Ba+2].[OH-] (barium hydroxide octahydrate). Reagents/catalysts: [Cl-].C(C)[N+](CC1=CC=CC=C1)(CC)CC (triethylbenzylammonium chloride). Run in O (water), O (water). Reaction conditions: time 1 hour. The product is COC1=CC=C(C=C1)[C@@H]1SC2=C(N(C([C@@H]1O)=O)CCN(C)C)C=CC=C2 (cis-(+)-2-(4'-methoxyphenyl)-3-hydroxy-5-(2'-dimethylaminoethyl)-2,3-dihydro-1,5-benzothiazepine-4(5H)-one). Isolated yield 99.8%. Reaction SMILES: [CH3:1][O:2][C:3]1[CH:8]=[CH:7][C:6]([C@H:9]2[C@@H:15]([OH:16])[C:14](=[O:17])[NH:13][C:12]3[CH:18]=[CH:19][CH:20]=[CH:21][C:11]=3[S:10]2)=[CH:5][CH:4]=1.O.O.O.O.O.O.O.O.[OH-].[Ba+2].[OH-].C(Cl)Cl.Cl.[CH3:37][N:38]([CH3:42])[CH2:39][CH2:40]Cl>[Cl-].C([N+](CC)(CC)CC1C=CC=CC=1)C.O>[CH3:1][O:2][C:3]1[CH:4]=[CH:5][C:6]([C@H:9]2[C@@H:15]([OH:16])[C:14](=[O:17])[N:13]([CH2:40][CH2:39][N:38]([CH3:42])[CH3:37])[C:12]3[CH:18]=[CH:19][CH:20]=[CH:21][C:11]=3[S:10]2)=[CH:7][CH:8]=1 |f:1.2.3.4.5.6.7.8.9.10.11,13.14,15.16|. Procedure details: 0.2 g of triethylbenzylammonium chloride, 3 g of cis-(+)-2-(4'-methoxyphenyl)-3-hydroxy-2,3-dihydro-1,5-benzothiazepine-4(5H)-one and 6.4 g of barium hydroxide octahydrate were added under vigorous stirring to 60 ml of methylene chloride and 10 ml of water. A solution of 3.2 g of 2-(dimethylamino)-ethyl chloride-hydrochloride in 5 ml of water was added dropwise to the above mixture during 5 minutes. Stirring was continued at room temperature for 1 hour and then at 40° for 24 hours. After cooling... Reactants: Cl (hydrochloric acid), [OH-].[Na+] (Sodium hydroxide), NC(C)C(=O)O (D,L-alanine), C(C1=CC=CC=C1)=O (benzaldehyde). Solvent: O (water). Conditions: temperature 5 celsius. The product is NC(C(=O)O)(C(C1=CC=CC=C1)O)C (racemic 2-amino-2-methyl-3-hydroxy-3-phenylpropionic acid). RXN SMILES: [OH-].[Na+].[NH2:3][CH:4]([C:6]([OH:8])=[O:7])[CH3:5].[CH:9](=[O:16])[C:10]1[CH:15]=[CH:14][CH:13]=[CH:12][CH:11]=1.Cl>O>[NH2:3][C:4]([CH3:5])([CH:9]([OH:16])[C:10]1[CH:15]=[CH:14][CH:13]=[CH:12][CH:11]=1)[C:6]([OH:8])=[O:7] |f:0.1|. Procedure details: Sodium hydroxide (6 g, 150 mmoles) and 8.9 g (100 mmoles) of D,L-alanine are dissolved in 25 mL of water and the solution cooled to around 5° C. while stirring under a nitrogen atmosphere. To the solution is added 21.2 g (200 mmoles) benzaldehyde and the mixture stirred at 5° C. for approximately one hour. The mixture is then warmed to room temperature and maintained for approximately 20 hours. Concentrated hydrochloric acid then is added to bring the reaction mixture to pH 2.0. After stirring t...